Dataset: the Open Reaction Database (ORD), a public repository of structured organic reaction records. Task: describe an organic reaction: reactants, conditions, products, and yield The reactants are C1(=CC=CC=C1)COC(N(COCC[Si](C)(C)C)[C@@H](C)C1=NC=2C(=NC=C(C2)Br)N1COCC[Si](C)(C)C)=O (phenylmethyl{(1S)-1-[6-bromo-3-({[2-(trimethylsilyl)ethyl]oxy}methyl)-3H-imidazo[4,5-b]pyridin-2-yl]ethyl}({[2-(trimethylsilyl)ethyl]oxy}methyl)carbamate), CC1(CC=2C(=NC=NC2CC1)N1CCOC2=C(C1)C=C(C=C2)B(O)O)C ([4-(6,6-dimethyl-5,6,7,8-tetrahydroquinazolin-4-yl)-2,3,4,5-tetrahydro-1,4-benzoxazepin-7-yl]boronic acid). Yields the product C1(=CC=CC=C1)COC(N[C@@H](C)C=1NC=2C(=NC=C(C2)C=2C=CC3=C(CN(CCO3)C3=NC=NC=4CCC(CC34)(C)C)C2)N1)=O (Phenylmethyl[(1S)-1-{6-[4-(6,6-dimethyl-5,6,7,8-tetrahydroquinazolin-4-yl)-2,3,4,5-tetrahydro-1,4-benzoxazepin-7-yl]-1H-imidazo[4,5-b]pyridin-2-yl}ethyl]carbamate). RXN SMILES: [C:1]1([CH2:7][O:8][C:9](=[O:39])[N:10]([C@H:19]([C:21]2[N:30](COCC[Si](C)(C)C)[C:24]3=[N:25][CH:26]=[C:27](Br)[CH:28]=[C:23]3[N:22]=2)[CH3:20])COCC[Si](C)(C)C)[CH:6]=[CH:5][CH:4]=[CH:3][CH:2]=1.[CH3:40][C:41]1([CH3:65])[CH2:50][CH2:49][C:48]2[N:47]=[CH:46][N:45]=[C:44]([N:51]3[CH2:57][C:56]4[CH:58]=[C:59](B(O)O)[CH:60]=[CH:61][C:55]=4[O:54][CH2:53][CH2:52]3)[C:43]=2[CH2:42]1>>[C:1]1([CH2:7][O:8][C:9](=[O:39])[NH:10][C@H:19]([C:21]2[NH:22][C:23]3[C:24]([N:30]=2)=[N:25][CH:26]=[C:27]([C:59]2[CH:60]=[CH:61][C:55]4[O:54][CH2:53][CH2:52][N:51]([C:44]5[C:43]6[CH2:42][C:41]([CH3:40])([CH3:65])[CH2:50][CH2:49][C:48]=6[N:47]=[CH:46][N:45]=5)[CH2:57][C:56]=4[CH:58]=2)[CH:28]=3)[CH3:20])[CH:2]=[CH:3][CH:4]=[CH:5][CH:6]=1. Procedure: Prepared according to the method of example 5 by using phenylmethyl{(1S)-1-[6-bromo-3-({[2-(trimethylsilyl)ethyl]oxy}methyl)-3H-imidazo[4,5-b]pyridin-2-yl]ethyl}({[2-(trimethylsilyl)ethyl]oxy}methyl)carbamate (reagent preparation 19) and [4-(6,6-dimethyl-5,6,7,8-tetrahydroquinazolin-4-yl)-2,3,4,5-tetrahydro-1,4-benzoxazepin-7-yl]boronic acid (reagent preparation 23) in step 1. 1H NMR (400 MHz, Methanol-d4): 8.56 (br, 1H), 8.36 (br, 1H), 8.09 (br, 1H), 7.60 (s, 1H), 7.51 (d, 1H), 7.42 to 7.25 (m,... Reactants: Cl.CN(CCCN=C=NCC)C (1-(3-dimethylaminopropyl)-3-ethylcarbodiimide hydrochloride), O.ON1N=NC2=C1C=CC=C2 (1-hydroxy-1H-benzotriazole hydrate), C(C)(C)N(C(C)C)CC (N,N-diisopropylethylamine), FC(C(=O)O)(F)F.N[C@@H](CC(C)C)C(=O)OCCOC1=CC=C(C=C1)C1=C(C(=NC(=C1C#N)N1CCCC1)SCC=1N=C(SC1)C1=CC=C(C=C1)Cl)C#N (2-{4-(2-({(2-(4-chlorophenyl)-1,3-thiazol-4-yl)methyl}sulfanyl)-3,5-dicyano-6-(pyrrolidin-1-yl)pyridin-4-yl)phenoxy}ethyl L-leucinate trifluoroacetate), C(C)(C)(C)OC(=O)N[C@@H](C)C(=O)O (N-(tert-butoxycarbonyl)-L-alanine). Run in CN(C)C=O (DMF), O (water). The product is C(C)(C)(C)OC(=O)N[C@@H](C)C(=O)N[C@@H](CC(C)C)C(=O)OCCOC1=CC=C(C=C1)C1=C(C(=NC(=C1C#N)N1CCCC1)SCC=1N=C(SC1)C1=CC=C(C=C1)Cl)C#N (2-{4-(2-({(2-(4-Chlorophenyl)-1,3-thiazol-4-yl)methyl}sulfanyl)-3,5-dicyano-6-(pyrrolidin-1-yl)pyridin-4-yl)phenoxy}ethyl N-(tert-butoxycarbonyl)-L-alanyl-L-leucinate). As a reaction SMILES: [C:1]([O:5][C:6]([NH:8][C@H:9]([C:11]([OH:13])=O)[CH3:10])=[O:7])([CH3:4])([CH3:3])[CH3:2].Cl.CN(C)CCCN=C=NCC.O.ON1C2C=CC=CC=2N=N1.C(N(CC)C(C)C)(C)C.FC(F)(F)C(O)=O.[NH2:53][C@H:54]([C:59]([O:61][CH2:62][CH2:63][O:64][C:65]1[CH:70]=[CH:69][C:68]([C:71]2[C:76]([C:77]#[N:78])=[C:75]([N:79]3[CH2:83][CH2:82][CH2:81][CH2:80]3)[N:74]=[C:73]([S:84][CH2:85][C:86]3[N:87]=[C:88]([C:91]4[CH:96]=[CH:95][C:94]([Cl:97])=[CH:93][CH:92]=4)[S:89][CH:90]=3)[C:72]=2[C:98]#[N:99])=[CH:67][CH:66]=1)=[O:60])[CH2:55][CH:56]([CH3:58])[CH3:57]>CN(C=O)C.O>[C:1]([O:5][C:6]([NH:8][C@H:9]([C:11]([NH:53][C@H:54]([C:59]([O:61][CH2:62][CH2:63][O:64][C:65]1[CH:66]=[CH:67][C:68]([C:71]2[C:76]([C:77]#[N:78])=[C:75]([N:79]3[CH2:83][CH2:82][CH2:81][CH2:80]3)[N:74]=[C:73]([S:84][CH2:85][C:86]3[N:87]=[C:88]([C:91]4[CH:96]=[CH:95][C:94]([Cl:97])=[CH:93][CH:92]=4)[S:89][CH:90]=3)[C:72]=2[C:98]#[N:99])=[CH:69][CH:70]=1)=[O:60])[CH2:55][CH:56]([CH3:57])[CH3:58])=[O:13])[CH3:10])=[O:7])([CH3:2])([CH3:3])[CH3:4] |f:1.2,3.4,6.7|. Procedure: 86 mg (0.45 mmol) of N-(tert-butoxycarbonyl)-L-alanine were initially charged in 5.0 ml of DMF, and 95 mg (0.49 mmol) of 1-(3-dimethylaminopropyl)-3-ethylcarbodiimide hydrochloride, 95 mg (0.62 mmol) of 1-hydroxy-1H-benzotriazole hydrate and 266.13 g (2.06 mmol) of N,N-diisopropylethylamine were added. The mixture was stirred until a clear solution had been obtained. 330 mg (0.41 mmol) of 2-{4-(2-({(2-(4-chlorophenyl)-1,3-thiazol-4-yl)methyl}sulfanyl)-3,5-dicyano-6-(pyrrolidin-1-yl)pyridin-4-yl)... Reactants: ice water, C(C1=CC=CC=C1)N (Benzylamine), C([O-])([O-])=O.[K+].[K+] (potassium carbonate), COC([C@@H](CC1=CC(=C(C=C1)C)OC)NC(CCl)=O)=O ((2R)-2-[N-(chloroacetyl)amino]-3-(3-methoxy-4-methylphenyl)propionic acid methyl ester), Cl (hydrochloric acid). The solvent is ClCCl (dichloromethane), CN(C=O)C (N,N-dimethylformamide). Conditions: temperature 35 celsius, time 1.5 hour. The product is COC([C@@H](CC1=CC(=C(C=C1)C)OC)NC(CNCC1=CC=CC=C1)=O)=O ((2R)-2-[N-(benzylaminoacetyl)-amino]-3-(3-methoxy-4-methylphenyl)propionic acid methyl ester). As a reaction SMILES: [CH2:1]([NH2:8])[C:2]1[CH:7]=[CH:6][CH:5]=[CH:4][CH:3]=1.C(=O)([O-])[O-].[K+].[K+].[CH3:15][O:16][C:17](=[O:34])[C@H:18]([NH:29][C:30](=[O:33])[CH2:31]Cl)[CH2:19][C:20]1[CH:25]=[CH:24][C:23]([CH3:26])=[C:22]([O:27][CH3:28])[CH:21]=1.Cl>CN(C)C=O.ClCCl>[CH3:15][O:16][C:17](=[O:34])[C@H:18]([NH:29][C:30](=[O:33])[CH2:31][NH:8][CH2:1][C:2]1[CH:7]=[CH:6][CH:5]=[CH:4][CH:3]=1)[CH2:19][C:20]1[CH:25]=[CH:24][C:23]([CH3:26])=[C:22]([O:27][CH3:28])[CH:21]=1 |f:1.2.3|. Reported procedure: Benzylamine (1.65 g) and potassium carbonate (1.28 g) were added successively to a solution of (2R)-2-[N-(chloroacetyl)amino]-3-(3-methoxy-4-methylphenyl)propionic acid methyl ester (1.85 g) in N,N-dimethylformamide (15 ml) at 20° C. After being stirred at 35° C. for 1.5 hours, the mixture was poured into a mixture of ice-water (20 ml) and dichloromethane (20 ml). After the mixture was adjusted to pH 9 with diluted aqueous hydrochloric acid under stirring, the organic layer was separated, washed... Reactants: IC=1C(=NC=CC1)N (3-iodopyridin-2-amine), C(CC(=O)C)(=O)OC (methyl acetoacetate), C=1(C(=CC=C2C=CC=CC12)O)C=1C(=CC=C2C=CC=CC12)O (1,1′-binaphthyl-2,2′-diol), C([O-])([O-])=O.[Cs+].[Cs+] (cesium carbonate), resultant mixture. The reagents and catalysts are [Cu](I)I (copper iodide). Solvent: CS(=O)C (dimethylsulfoxide), C(C)(=O)OCC (ethyl acetate). Yields the product CC1=C(C=2C(=NC=CC2)N1)C(=O)OC (methyl 2-methyl-1H-pyrrolo[2,3-b]pyridine-3-carboxylate). The yield is 21.5%. RXN SMILES: I[C:2]1[C:3]([NH2:8])=[N:4][CH:5]=[CH:6][CH:7]=1.[C:9]([O:15][CH3:16])(=[O:14])[CH2:10][C:11]([CH3:13])=O.C1(C2C(O)=CC=C3C=2C=CC=C3)C(O)=CC=C2C=1C=CC=C2.C(=O)([O-])[O-].[Cs+].[Cs+]>CS(C)=O.[Cu](I)I.C(OCC)(=O)C>[CH3:13][C:11]1[NH:8][C:3]2=[N:4][CH:5]=[CH:6][CH:7]=[C:2]2[C:10]=1[C:9]([O:15][CH3:16])=[O:14] |f:3.4.5|. Reported procedure: To a solution of 3-iodopyridin-2-amine (5.5 g, 25 mmol) in dimethylsulfoxide (40 mL) were added methyl acetoacetate (3.48 g, 30 mmol), copper iodide (476 mg, 2.5 mmol), 1,1′-binaphthyl-2,2′-diol (1.43 g, 5.0 mmol) and cesium carbonate (8.15 g, 25 mmol). The resultant mixture was stirred at 50° C. for 4 hours. To the reaction mixture was added ethyl acetate (400 mL). The organic phase was washed with brine (80 mL×3), dried over anhydrous magnesium sulfate, filtered and concentrated in vacuo to gi... Reactants: CC#CCO, [Cl-], COCN(c1cc(Cl)ncn1)c1cccc(F)c1F, [H-], [NH4+], [Na+], C1CCOC1. Product: CC#CCOc1cc(N(COC)c2cccc(F)c2F)ncn1. Reaction SMILES: [CH2:3]([C:4]#[C:5][CH3:6])[OH:7].[Cl-:27].[Cl:8][c:9]1[n:10][cH:11][n:12][c:13]([N:15]([c:16]2[c:17]([F:23])[c:18]([F:22])[cH:19][cH:20][cH:21]2)[CH2:24][O:25][CH3:26])[cH:14]1.[H-:1].[NH4+:28].[Na+:2].[O:29]1[CH2:30][CH2:31][CH2:32][CH2:33]1>>[CH2:3]([C:4]#[C:5][CH3:6])[O:7][c:9]1[n:10][cH:11][n:12][c:13]([N:15]([c:16]2[c:17]([F:23])[c:18]([F:22])[cH:19][cH:20][cH:21]2)[CH2:24][O:25][CH3:26])[cH:14]1.